Dataset: the Open Reaction Database (ORD), a public repository of structured organic reaction records. Task: describe an organic reaction: reactants, conditions, products, and yield The reactants are Br, CO, [K+], C1CNC(NCCNC2=NCCN2)=N1, [OH-]. Product: C1CNC(NCCNC2=NCCN2)=N1. As a reaction SMILES: [BrH:1].[CH3:18][OH:19].[K+:17].[NH:2]1[C:3]([NH:7][CH2:8][CH2:9][NH:10][C:11]2=[N:15][CH2:14][CH2:13][NH:12]2)=[N:4][CH2:5][CH2:6]1.[OH-:16]>>[N:2]1=[C:3]([NH:7][CH2:8][CH2:9][NH:10][C:11]2=[N:15][CH2:14][CH2:13][NH:12]2)[NH:4][CH2:5][CH2:6]1. Starting materials: C(=O)C1=C(C=C(C(=O)O)C=C1Cl)Cl (4-formyl-3,5-dichlorobenzoic acid), S(=O)(Cl)Cl (thionyl chloride), CN(C=O)C (dimethylformamide). Solvent: C1(=CC=CC=C1)C (toluene), C1(=CC=CC=C1)C (toluene). Reaction conditions: temperature 70 celsius, time 2 hour. The product is C(=O)C1=C(C=C(C(=O)Cl)C=C1Cl)Cl (4-formyl-3,5-dichlorobenzoyl chloride). Isolated yield 115.8%. Reaction SMILES: [CH:1]([C:3]1[C:11]([Cl:12])=[CH:10][C:6]([C:7](O)=[O:8])=[CH:5][C:4]=1[Cl:13])=[O:2].S(Cl)([Cl:16])=O.CN(C)C=O>C1(C)C=CC=CC=1>[CH:1]([C:3]1[C:11]([Cl:12])=[CH:10][C:6]([C:7]([Cl:16])=[O:8])=[CH:5][C:4]=1[Cl:13])=[O:2]. Procedure: A mixture of 4-formyl-3,5-dichlorobenzoic acid (15.0 g, 0.06 moles), thionyl chloride (12.1 g, 0.107 moles), and dimethylformamide (5 ml) in toluene (100 ml) was slowly warmed to 70° C. and stirred at that temperature for 2 hours. The toluene was eliminated in the rotavap to yield 16.5 g of 4-formyl-3,5-dichlorobenzoyl chloride used in the next step as such. Starting materials: N1=CNC2=C1C=CC=C2 (benzimidazole), C(=O)=O (carbon dioxide), Cl (hydrochloric acid), C(=O)([O-])[O-].[K+].[K+] (K2CO3), liquid. The solvent is O (water). Run at temperature 250 celsius, time 10 hour. The product is N1=C(NC2=C1C=CC=C2)C(=O)O (benzimidazole-2-carboxylic acid). Yield: 72.8%. RXN SMILES: [N:1]1[C:5]2[CH:6]=[CH:7][CH:8]=[CH:9][C:4]=2[NH:3][CH:2]=1.[C:10]([O-])([O-:12])=[O:11].[K+].[K+].C(=O)=O.Cl>O>[N:1]1[C:5]2[CH:6]=[CH:7][CH:8]=[CH:9][C:4]=2[NH:3][C:2]=1[C:10]([OH:12])=[O:11] |f:1.2.3|. Procedure details: A mixture of 118 g (1 mol) of benzimidazole, g (2 mol) of K2CO3 and 400 ml of liquid carbon dioxide was stirred in an autoclave at 250° C. under autogenous pressure for 10 hours. The solid output was pulverized, suspended in 2.5 L of water and brought to pH 3-4 with concentrated hydrochloric acid while being cooled with ice. The resulting precipitate was filtered off and recrystallized from water to give 118 g (73%) of benzimidazole-2-carboxylic acid (Compound No. 4); mp. 170° C. (dec.). Reactants: [BH4-], CC(C)(C)OC(=O)N1C(=O)C2CC1C(OC(=O)c1ccccc1)C2OC(=O)c1ccccc1, CO, [Na+]. Product: CC(C)(C)OC(=O)NC1CC(CO)C(OC(=O)c2ccccc2)C1OC(=O)c1ccccc1. Reaction SMILES: [BH4-:34].[C:1]([c:2]1[cH:3][cH:4][cH:5][cH:6][cH:7]1)(=[O:8])[O:9][CH:10]1[CH:11]2[C:12](=[O:33])[N:13]([C:26](=[O:27])[O:28][C:29]([CH3:30])([CH3:31])[CH3:32])[CH:14]([CH:15]1[O:16][C:17]([c:18]1[cH:19][cH:20][cH:21][cH:22][cH:23]1)=[O:24])[CH2:25]2.[CH3:36][OH:37].[Na+:35]>>[C:1]([c:2]1[cH:3][cH:4][cH:5][cH:6][cH:7]1)(=[O:8])[O:9][CH:10]1[CH:11]([CH2:12][OH:33])[CH2:25][CH:14]([NH:13][C:26](=[O:27])[O:28][C:29]([CH3:30])([CH3:31])[CH3:32])[CH:15]1[O:16][C:17]([c:18]1[cH:19][cH:20][cH:21][cH:22][cH:23]1)=[O:24]. Reactants: O.C1(=CC=C(C=C1)S(=O)(=O)O)C (p-toluenesulfonic acid monohydrate), CC(C)(C1=NC(=CC=C1)C(F)(F)F)N (1-methyl-1-(6-trifluoromethyl-pyridin-2-yl)-ethylamine). Solvent: C(C)(C)(C)OC (t-butylmethyl ether), C(C)(C)(C)OC (t-butylmethyl ether), C(C)(C)(C)OC (t-butylmethyl ether). Reaction conditions: time 1 hour. The product is CC1=CC=C(C=C1)S(=O)(=O)O.CC(C)(C1=NC(=CC=C1)C(F)(F)F)N (1-Methyl-1-(6-trifluoromethyl-pyridin-2-yl)-ethylamine 4-methylbenzenesulfonate), solid. The yield is 88.0%. RXN SMILES: O.[C:2]1([CH3:12])[CH:7]=[CH:6][C:5]([S:8]([OH:11])(=[O:10])=[O:9])=[CH:4][CH:3]=1.[CH3:13][C:14]([NH2:26])([C:16]1[CH:21]=[CH:20][CH:19]=[C:18]([C:22]([F:25])([F:24])[F:23])[N:17]=1)[CH3:15]>C(OC)(C)(C)C>[CH3:12][C:2]1[CH:3]=[CH:4][C:5]([S:8]([OH:11])(=[O:10])=[O:9])=[CH:6][CH:7]=1.[CH3:15][C:14]([NH2:26])([C:16]1[CH:21]=[CH:20][CH:19]=[C:18]([C:22]([F:24])([F:25])[F:23])[N:17]=1)[CH3:13] |f:0.1,4.5|. Procedure details: Add a solution of p-toluenesulfonic acid monohydrate (3.07 g, 16.1 mmol) in t-butylmethyl ether (25 mL) at 40° C. to a solution of 1-methyl-1-(6-trifluoromethyl-pyridin-2-yl)-ethylamine (3.20 g, 15.7 mmol) in t-butylmethyl ether (15 mL) at 35° C. Allow to cool to ambient temperature, and then add t-butylmethyl ether (10 mL). Stir at ambient temperature for approximately 1 hr. Filter and dry the resulting solid under vacuum at 40° C. to afford the title compound as an off white solid (5.17 g, 88%...